Dataset: the Open Reaction Database (ORD), a public repository of structured organic reaction records. Task: describe an organic reaction: reactants, conditions, products, and yield Reactants: CC1=C(C=C(C(=O)O)C=C1)N1N=NC(=C1)C1=NC=CC=C1 (4-methyl-3-(4-pyridin-2-yl-[1,2,3]triazol-1-yl)-benzoic acid), NC=1C(=C(C=C(C1)C(C)(C)C)NS(=O)(=O)C)OC (N-(3-amino-5-tert-butyl-2-methoxy-phenyl)-methane-sulfonamide). Product: C(C)(C)(C)C=1C=C(C(=C(C1)NC(C1=CC(=C(C=C1)C)N1N=NC(=C1)C1=NC=CC=C1)=O)OC)NS(=O)(=O)C (N-(5-tert-Butyl-3-methanesulfonylamino-2-methoxy-phenyl)-4-methyl-3-(4-pyridin-2-yl-[1,2,3]triazol-1-yl)-benzamide). Reaction SMILES: [CH3:1][C:2]1[CH:10]=[CH:9][C:5]([C:6]([OH:8])=O)=[CH:4][C:3]=1[N:11]1[CH:15]=[C:14]([C:16]2[CH:21]=[CH:20][CH:19]=[CH:18][N:17]=2)[N:13]=[N:12]1.[NH2:22][C:23]1[C:24]([O:38][CH3:39])=[C:25]([NH:33][S:34]([CH3:37])(=[O:36])=[O:35])[CH:26]=[C:27]([C:29]([CH3:32])([CH3:31])[CH3:30])[CH:28]=1>>[C:29]([C:27]1[CH:26]=[C:25]([NH:33][S:34]([CH3:37])(=[O:36])=[O:35])[C:24]([O:38][CH3:39])=[C:23]([NH:22][C:6](=[O:8])[C:5]2[CH:9]=[CH:10][C:2]([CH3:1])=[C:3]([N:11]3[CH:15]=[C:14]([C:16]4[CH:21]=[CH:20][CH:19]=[CH:18][N:17]=4)[N:13]=[N:12]3)[CH:4]=2)[CH:28]=1)([CH3:32])([CH3:30])[CH3:31]. Procedure: Example 3 was prepared by coupling 4-methyl-3-(4-pyridin-2-yl-[1,2,3]triazol-1-yl)-benzoic acid with N-(3-amino-5-tert-butyl-2-methoxy-phenyl)-methane-sulfonamide in the same manner as Example 1. ESI MS m/z 533 [C27H30N6O4S+H]+. The reactants are SC1=C(C(=O)O)C=CC=C1 (2-sulfanylbenzoic acid), O (water), C(C)O (ethanol), [OH-].[Na+] (sodium hydroxide), BrCC(OCC)OCC (2-bromo-1,1-diethoxyethane). The solvent is C1(=CC=CC=C1)C (toluene), P(O)(O)(O)=O (phosphoric acid). Conditions: time 3.5 hour. Yields the product S1C=CC2=C1C(=CC=C2)C(=O)OC (methyl 1-benzothiophene-7-carboxylate). Reaction SMILES: [SH:1][C:2]1[CH:10]=[CH:9][CH:8]=[CH:7][C:3]=1[C:4]([OH:6])=[O:5].[OH-].[Na+].Br[CH2:14][CH:15](OCC)OCC.O.[CH2:23](O)C>C1(C)C=CC=CC=1.P(=O)(O)(O)O>[S:1]1[C:2]2[C:3]([C:4]([O:6][CH3:23])=[O:5])=[CH:7][CH:8]=[CH:9][C:10]=2[CH:15]=[CH:14]1 |f:1.2|. Procedure details: 25.0 g of 2-sulfanylbenzoic acid was suspended in 125 mL of ethanol, to which 14.3 g of sodium hydroxide and 31.7 mL of 2-bromo-1,1-diethoxyethane was successively added and this suspension was stirred for 3.5 hours while heating it under reflux. The reaction mixture was concentrated under reduced pressure, and the resultant residue was dissolved in 250 mL of N,N-dimethylformamide, to which 15.1 mL of iodomethane and 67.2 g of potassium carbonate were added, and then this mixture was stirred for... Starting materials: [N+](=O)([O-])C=1C=C(N)C=C(C1)[N+](=O)[O-] (3,5-dinitroaniline), C(C)(=O)OC(C)=O (acetic anhydride), S(O)(O)(=O)=O (sulphuric acid). Procedure details: A mixture of 3,5-dinitroaniline (12.8 g.) and acetic anhydride (64 ml.) was stirred during the dropwise addition of concentrated sulphuric acid (1.0 ml.). The temperature of the reaction mixture rose to about 45°C., and afer a few minutes colourless crystals were deposited. Afer 1 hour the reaction mixture was diluted with diethyl ether (200 ml.) and the crystalline solid was filtered off. Recrystallisation from a mixture of ethanol and water (2:1 by volume) gave 3',5'-dinitroacetanilide (11.5 g... Yields the product [N+](=O)([O-])C=1C=C(NC(C)=O)C=C(C1)[N+](=O)[O-] (3',5'-dinitroacetanilide). Run in C(C)OCC (diethyl ether). As a reaction SMILES: [N+:1]([C:4]1[CH:5]=[C:6]([CH:8]=[C:9]([N+:11]([O-:13])=[O:12])[CH:10]=1)[NH2:7])([O-:3])=[O:2].[C:14](OC(=O)C)(=[O:16])[CH3:15].S(=O)(=O)(O)O>C(OCC)C>[N+:1]([C:4]1[CH:5]=[C:6]([CH:8]=[C:9]([N+:11]([O-:13])=[O:12])[CH:10]=1)[NH:7][C:14](=[O:16])[CH3:15])([O-:3])=[O:2]. The reactants are CCN=C=NCCCN(C)C, CN(C)C=O, CCOC(C)=O, O=C(O)c1cccc2c(Cl)cccc12, Cl, CC(C)(C)c1cccc(CC(N)C(O)c2cccc(Cl)c2)c1, O, On1nnc2ccccc21. Yields the product CC(C)(C)c1cccc(CC(NC(=O)c2cccc3c(Cl)cccc23)C(O)c2cccc(Cl)c2)c1. Reaction SMILES: [CH2:49]([N:50]=[C:51]=[N:52][CH2:53][CH2:54][CH2:55][N:56]([CH3:57])[CH3:58])[CH3:59].[CH3:60][N:61]([CH3:62])[CH:63]=[O:64].[CH3:65][CH2:66][O:67][C:68](=[O:69])[CH3:70].[Cl:23][c:24]1[c:25]2[cH:26][cH:27][cH:28][c:29]([C:34](=[O:35])[OH:36])[c:30]2[cH:31][cH:32][cH:33]1.[ClH:48].[NH2:1][CH:2]([CH:3]([OH:4])[c:5]1[cH:6][c:7]([Cl:11])[cH:8][cH:9][cH:10]1)[CH2:12][c:13]1[cH:14][c:15]([C:19]([CH3:20])([CH3:21])[CH3:22])[cH:16][cH:17][cH:18]1.[OH2:37].[OH:38][n:39]1[c:40]2[cH:41][cH:42][cH:43][cH:44][c:45]2[n:46][n:47]1>>[NH:1]([CH:2]([CH:3]([OH:4])[c:5]1[cH:6][c:7]([Cl:11])[cH:8][cH:9][cH:10]1)[CH2:12][c:13]1[cH:14][c:15]([C:19]([CH3:20])([CH3:21])[CH3:22])[cH:16][cH:17][cH:18]1)[C:34]([c:29]1[cH:28][cH:27][cH:26][c:25]2[c:24]([Cl:23])[cH:33][cH:32][cH:31][c:30]21)=[O:35]. Reactants: [H-].[Na+] (sodium hydride), BrCCCCCC(C(=O)OCC)C (ethyl 7-bromo-2-methylheptanoate), O1C(CCCC1)OC(CCCNS(=O)(=O)C)CCCCC (N-[4-(2-tetrahydropyranyloxy)nonyl]methanesulfonamide), CN(C=O)C (dimethylformamide). The solvent is O (water), C1=CC=CC=C1 (benzene), C1=CC=CC=C1 (benzene). Conditions: time 1 hour. Product: O1C(CCCC1)OC(CCCN(S(=O)(=O)C)CCCCCC(C(=O)OCC)C)CCCCC (ethyl 7-{N-[4-(2-tetrahydropyranyloxy)nonyl]methanesulfonamido}-2-methylheptanoate). As a reaction SMILES: [H-].[Na+].CN(C)C=O.[O:8]1[CH2:13][CH2:12][CH2:11][CH2:10][CH:9]1[O:14][CH:15]([CH2:24][CH2:25][CH2:26][CH2:27][CH3:28])[CH2:16][CH2:17][CH2:18][NH:19][S:20]([CH3:23])(=[O:22])=[O:21].Br[CH2:30][CH2:31][CH2:32][CH2:33][CH2:34][CH:35]([CH3:41])[C:36]([O:38][CH2:39][CH3:40])=[O:37]>C1C=CC=CC=1.O>[O:8]1[CH2:13][CH2:12][CH2:11][CH2:10][CH:9]1[O:14][CH:15]([CH2:24][CH2:25][CH2:26][CH2:27][CH3:28])[CH2:16][CH2:17][CH2:18][N:19]([CH2:30][CH2:31][CH2:32][CH2:33][CH2:34][CH:35]([CH3:41])[C:36]([O:38][CH2:39][CH3:40])=[O:37])[S:20]([CH3:23])(=[O:22])=[O:21] |f:0.1|. Reported procedure: A stirred suspension of sodium hydride (57%) (5.0 g., excess) in a solvent mixture of benzene (75 ml.) and dimethylformamide (75 ml.) is treated, over 30 minutes, with N-[4-(2-tetrahydropyranyloxy)nonyl]methanesulfonamide (Example N, Step 4) (32.1 g., 0.1 mole) dissolved in benzene (20 ml.). Stirring is continued for one hour. Then ethyl 7-bromo-2-methylheptanoate (Example L, Step 4) (25.3 g., 0.1 mole) is added dropwise, and the reaction is heated on the steam bath for 6 hours. The cooled react... The reactants are SC1=[N+](C=CC=C1)[O-] (2-mercaptopyridine N-oxide), [Na] (sodium), ClCC1=C(C)C(C)=CC(C)=C1 (chloroisodurene). Solvent: C(C)O (ethanol). Yields the product CC1=C(C(=CC(=C1)C)C)CSC1=[N+](C=CC=C1)[O-] (2-(2,4,6-trimethylphenylmethylthio)pyridine N-oxide). As a reaction SMILES: [SH:1][C:2]1[CH:7]=[CH:6][CH:5]=[CH:4][N+:3]=1[O-:8].[Na].Cl[CH2:11][C:12]1[CH:20]=[C:18]([CH3:19])[CH:17]=[C:15]([CH3:16])[C:13]=1[CH3:14]>C(O)C>[CH3:11][C:12]1[CH:20]=[C:18]([CH3:19])[CH:17]=[C:15]([CH3:16])[C:13]=1[CH2:14][S:1][C:2]1[CH:7]=[CH:6][CH:5]=[CH:4][N+:3]=1[O-:8] |^1:8|. Procedure details: A mixture of 17 gms (0.05 mole) 2-mercaptopyridine N-oxide, sodium salt (40% aqueous solution) and 8.5 gms (0.05 mole) α 2 chloroisodurene in 50 ml of ethanol is brought to reflux for 15 minutes. The volatiles are removed and the residue extracted with 150 ml of boiling chloroform, filtered and dried over sodium sulfate. Evaporation and trituration of the residue with a few drops of acetone induced crystallization. A yield of 11.5 gms of 2-(2,4,6-trimethylphenylmethylthio)pyridine N-oxide is obt... Conditions: temperature 150 celsius, time 30 hour. Yield: 55.7%. Product: CC=1SC(=NN1)C=CC1=C(C=CC=C1)O (2-Methyl-5-(2-hydroxy-styryl)-1,3,4-thiadiazole). Procedure details: 570 g (5 moles) of 2,5-dimethyl-1,3,4-thiadiazole and 275 g (2.5 moles) of salicylaldehyde are mixed and slowly heated to 150° C., whilst passing nitrogen through the mixture. After having been kept at 150° C. for 30 hours, the mixture is cooled, excess 2,5-dimethyl-1,3,4-thiadiazole is distilled off and the residue is recrystallized from methylglycol. 304 g of yellow crystals (56% of theory), of melting point 253°-254° C. are obtained. The reactants are CC=1SC(=NN1)C (2,5-dimethyl-1,3,4-thiadiazole), C(C=1C(O)=CC=CC1)=O (salicylaldehyde). As a reaction SMILES: [CH3:1][C:2]1[S:3][C:4]([CH3:7])=[N:5][N:6]=1.[CH:8](=O)[C:9]1[C:10](=[CH:12][CH:13]=[CH:14][CH:15]=1)[OH:11]>>[CH3:1][C:2]1[S:3][C:4]([CH:7]=[CH:8][C:9]2[CH:15]=[CH:14][CH:13]=[CH:12][C:10]=2[OH:11])=[N:5][N:6]=1.